This data is from the Open Reaction Database (ORD), a public repository of structured organic reaction records. The task is: describe an organic reaction: reactants, conditions, products, and yield The reactants are C(C)(C)(C)OC(=O)N1[C@H](CN(CC1)C(=O)OC(C)(C)C)CC=O ((S)-2-(2-oxoethyl)-piperazine-1,4-dicarboxylic acid di-tert-butyl ester), C(=O)(OCC)C=P(C1=CC=CC=C1)(C1=CC=CC=C1)C1=CC=CC=C1 ((carbethoxymethylene)triphenylphosphorane), C1CCOC1 (THF). The product is C(C)(C)(C)OC(=O)N1[C@H](CN(CC1)C(=O)OC(C)(C)C)CC=CC(=O)OCC ((S)-2-(3-Ethoxycarbonylallyl)-piperazine-1,4-dicarboxylic acid di-tert-butyl ester). As a reaction SMILES: [C:1]([O:5][C:6]([N:8]1[CH2:13][CH2:12][N:11]([C:14]([O:16][C:17]([CH3:20])([CH3:19])[CH3:18])=[O:15])[CH2:10][C@@H:9]1CC=O)=[O:7])([CH3:4])([CH3:3])[CH3:2].[C:24]([CH:29]=P(C1C=CC=CC=1)(C1C=CC=CC=1)C1C=CC=CC=1)([O:26][CH2:27][CH3:28])=[O:25].[CH2:49]1COC[CH2:50]1>>[C:1]([O:5][C:6]([N:8]1[CH2:13][CH2:12][N:11]([C:14]([O:16][C:17]([CH3:18])([CH3:19])[CH3:20])=[O:15])[CH2:10][C@@H:9]1[CH2:49][CH:50]=[CH:29][C:24]([O:26][CH2:27][CH3:28])=[O:25])=[O:7])([CH3:3])([CH3:4])[CH3:2]. Reported procedure: Heat a mixture of (S)-2-(2-oxoethyl)-piperazine-1,4-dicarboxylic acid di-tert-butyl ester (1.38 g, 4.21 mmol) and (carbethoxymethylene)triphenylphosphorane (1.87 g, 5.38 mmol) in THF (17 mL) at reflux for 4 h. Concentrate the mixture under reduced pressure and purify by silica gel chromatography eluting with 20% to 50% EtOAc in hexanes. Combine the purified fractions, concentrate under reduced pressure, azeotrope with CH2Cl2/hexanes (1:2) and place under vacuum to give the title compound: yellow... Starting materials: C(C)OC(=O)C1=C(C=2C=NC=CC2N1C)OS(=O)(=O)C(C(C(C(F)(F)F)(F)F)(F)F)(F)F (1-methyl-3-(nonafluorobutane-1-sulfonyloxy)-1H-pyrrolo[3,2-c]pyridine-2-carboxylic acid ethyl ester), C1CCC2=NCCCN2CC1 (DBU), BrC1=CC(=C(N)C=C1)F (4-bromo-2-fluoroaniline), CC1(C2=C(C(=CC=C2)P(C3=CC=CC=C3)C4=CC=CC=C4)OC5=C(C=CC=C51)P(C6=CC=CC=C6)C7=CC=CC=C7)C (Xantphos). The reagents and catalysts are C=1C=CC(=CC1)/C=C/C(=O)/C=C/C2=CC=CC=C2.C=1C=CC(=CC1)/C=C/C(=O)/C=C/C2=CC=CC=C2.C=1C=CC(=CC1)/C=C/C(=O)/C=C/C2=CC=CC=C2.[Pd].[Pd] (Pd2dba3). The solvent is C1(=CC=CC=C1)C (toluene), C(C)(=O)OCC (ethyl acetate). The product is C(C)OC(=O)C1=C(C=2C=NC=CC2N1C)NC1=C(C=C(C=C1)Br)F (3-(4-Bromo-2-fluoro-phenylamino)-1-methyl-1H-pyrrolo[3,2-c]pyridine-2-carboxylic acid ethyl ester). The yield is 33.9%. RXN SMILES: [CH2:1]([O:3][C:4]([C:6]1[N:14]([CH3:15])[C:13]2[CH:12]=[CH:11][N:10]=[CH:9][C:8]=2[C:7]=1OS(C(F)(F)C(F)(F)C(F)(F)C(F)(F)F)(=O)=O)=[O:5])[CH3:2].[Br:33][C:34]1[CH:40]=[CH:39][C:37]([NH2:38])=[C:36]([F:41])[CH:35]=1.CC1(C)C2C(=C(P(C3C=CC=CC=3)C3C=CC=CC=3)C=CC=2)OC2C(P(C3C=CC=CC=3)C3C=CC=CC=3)=CC=CC1=2.C1CCN2C(=NCCC2)CC1>C1(C)C=CC=CC=1.C(OCC)(=O)C.C1C=CC(/C=C/C(/C=C/C2C=CC=CC=2)=O)=CC=1.C1C=CC(/C=C/C(/C=C/C2C=CC=CC=2)=O)=CC=1.C1C=CC(/C=C/C(/C=C/C2C=CC=CC=2)=O)=CC=1.[Pd].[Pd]>[CH2:1]([O:3][C:4]([C:6]1[N:14]([CH3:15])[C:13]2[CH:12]=[CH:11][N:10]=[CH:9][C:8]=2[C:7]=1[NH:38][C:37]1[CH:39]=[CH:40][C:34]([Br:33])=[CH:35][C:36]=1[F:41])=[O:5])[CH3:2] |f:6.7.8.9.10|. Procedure: A degassed solution of 1-methyl-3-(nonafluorobutane-1-sulfonyloxy)-1H-pyrrolo[3,2-c]pyridine-2-carboxylic acid ethyl ester (800 mg, 1.58 mmol), 4-bromo-2-fluoroaniline (360 mg, 1.89 mmol), Pd2dba3 (144 mg, 0.16 mmol), Xantphos (182 mg, 0.32 mmol) and DBU (538 μl, 3.79 mmol) in toluene (8 ml) was subjected to microwave irradiation at 120° C. for 5 minutes. The reaction mixture was cooled to ambient temperature then diluted with ethyl acetate (100 ml). The resultant solution was washed with water ... Reactants: COc1ccc(Cn2cc(-c3csc(Nc4ccccn4)n3)cn2)cc1, CCOC(C)=O, O=C1CCC(=O)N1Cl, CN(C)C=O. The product is COc1ccc(Cn2cc(-c3nc(Nc4ccccn4)sc3Cl)cn2)cc1. Reaction SMILES: [CH3:1][O:2][c:3]1[cH:4][cH:5][c:6]([CH2:7][n:8]2[n:9][cH:10][c:11](-[c:13]3[n:14][c:15]([NH:18][c:19]4[n:20][cH:21][cH:22][cH:23][cH:24]4)[s:16][cH:17]3)[cH:12]2)[cH:25][cH:26]1.[CH3:40][CH2:41][O:42][C:43]([CH3:44])=[O:45].[Cl:27][N:28]1[C:29](=[O:30])[CH2:31][CH2:32][C:33]1=[O:34].[O:35]=[CH:36][N:37]([CH3:38])[CH3:39]>>[CH3:1][O:2][c:3]1[cH:4][cH:5][c:6]([CH2:7][n:8]2[n:9][cH:10][c:11](-[c:13]3[n:14][c:15]([NH:18][c:19]4[n:20][cH:21][cH:22][cH:23][cH:24]4)[s:16][c:17]3[Cl:27])[cH:12]2)[cH:25][cH:26]1.